describe an organic reaction: reactants, conditions, products, and yield From a dataset of the Open Reaction Database (ORD), a public repository of structured organic reaction records. The reactants are [N+](=O)([O-])C1=CC=C(C=C1)NC(CC(C)=O)=O (N-(4-nitrophenyl)-3-oxobutanamide), N1CCCC1 (pyrrolidine). Procedure: A mixture of 11.10 g (50 mmol) of N-(4-nitrophenyl)-3-oxobutanamide and 4.26 g (60 mmol) of pyrrolidine in 125 ml of benzene was refluxed for one hour using a Dean-Stark trap to separate water. The reaction was cooled to give 12.89 g (94% yield) of N-(4-nitrophenyl)-3-pyrrolidyl-2-butenamide as a yellow solid. The solvent is C1=CC=CC=C1 (benzene). As a reaction SMILES: [N+:1]([C:4]1[CH:9]=[CH:8][C:7]([NH:10][C:11](=[O:16])[CH2:12][C:13](=O)[CH3:14])=[CH:6][CH:5]=1)([O-:3])=[O:2].[NH:17]1[CH2:21][CH2:20][CH2:19][CH2:18]1>C1C=CC=CC=1>[N+:1]([C:4]1[CH:9]=[CH:8][C:7]([NH:10][C:11](=[O:16])[CH:12]=[C:13]([N:17]2[CH2:21][CH2:20][CH2:19][CH2:18]2)[CH3:14])=[CH:6][CH:5]=1)([O-:3])=[O:2]. Yields the product [N+](=O)([O-])C1=CC=C(C=C1)NC(C=C(C)N1CCCC1)=O (N-(4-nitrophenyl)-3-pyrrolidyl-2-butenamide). Yield: 93.6%.